From a dataset of the Open Reaction Database (ORD), a public repository of structured organic reaction records. describe an organic reaction: reactants, conditions, products, and yield Starting materials: B(O)O (boronic acid), BrC1=C(C=O)C=CC=N1 (2-bromonicotinaldehyde), O1C=C(C=C1)B(O)O (furan-3-ylboronic acid). Yields the product O1C=C(C=C1)C1=C(C=O)C=CC=N1 (2-(furan-3-yl)nicotinaldehyde). As a reaction SMILES: B(O)O.Br[C:5]1[N:12]=[CH:11][CH:10]=[CH:9][C:6]=1[CH:7]=[O:8].[O:13]1[CH:17]=[CH:16][C:15](B(O)O)=[CH:14]1>>[O:13]1[CH:17]=[CH:16][C:15]([C:5]2[N:12]=[CH:11][CH:10]=[CH:9][C:6]=2[CH:7]=[O:8])=[CH:14]1. Procedure details: 2-(furan-3-yl)nicotinaldehyde was prepared using the general boronic acid coupling procedure for 2-bromonicotinaldehyde and furan-3-ylboronic acid (40 mg, 93.2 mg theoretical, 42.9%). LC-MS m/z 174.2 (M+1). Reactants: C(CC)N1C(N(C=2N=C(N(C2C1=O)COCC[Si](C)(C)C)C=1C=NNC1)CCC)=O (1,3-dipropyl-8-(1H-pyrazol-4-yl)-7-(2-trimethylsilanyl-ethoxymethyl)-3,7-dihydro-purine-2,6-dione), O=C1N(CCC1COS(=O)(=O)C)C1=CC(=CC=C1)C(F)(F)F (methanesulfonic acid 2-oxo-1-(3-trifluoromethyl-phenyl)-pyrrolidin-3-ylmethyl ester), C(=O)([O-])[O-].[K+].[K+] (K2CO3), CN(C)C=O (DMF). Run in O (water). Conditions: temperature 77.5 celsius. Product: O=C1N(CCC1CN1N=CC(=C1)C1=NC=2N(C(N(C(C2N1COCC[Si](C)(C)C)=O)CCC)=O)CCC)C1=CC(=CC=C1)C(F)(F)F (8-{1-[2-oxo-1-(3-trifluoromethyl-phenyl)-pyrrolidin-3-ylmethyl]-1H-pyrazol-4-yl}-1,3-dipropyl-7-(2-trimethylsilanyl-ethoxymethyl)-3,7-dihydro-purine-2,6-dione). The yield is 64.5%. As a reaction SMILES: [CH2:1]([N:4]1[C:12](=[O:13])[C:11]2[N:10]([CH2:14][O:15][CH2:16][CH2:17][Si:18]([CH3:21])([CH3:20])[CH3:19])[C:9]([C:22]3[CH:23]=[N:24][NH:25][CH:26]=3)=[N:8][C:7]=2[N:6]([CH2:27][CH2:28][CH3:29])[C:5]1=[O:30])[CH2:2][CH3:3].[O:31]=[C:32]1[CH:36]([CH2:37]OS(C)(=O)=O)[CH2:35][CH2:34][N:33]1[C:43]1[CH:48]=[CH:47][CH:46]=[C:45]([C:49]([F:52])([F:51])[F:50])[CH:44]=1.C([O-])([O-])=O.[K+].[K+].CN(C=O)C>O>[O:31]=[C:32]1[CH:36]([CH2:37][N:25]2[CH:26]=[C:22]([C:9]3[N:10]([CH2:14][O:15][CH2:16][CH2:17][Si:18]([CH3:20])([CH3:21])[CH3:19])[C:11]4[C:12](=[O:13])[N:4]([CH2:1][CH2:2][CH3:3])[C:5](=[O:30])[N:6]([CH2:27][CH2:28][CH3:29])[C:7]=4[N:8]=3)[CH:23]=[N:24]2)[CH2:35][CH2:34][N:33]1[C:43]1[CH:48]=[CH:47][CH:46]=[C:45]([C:49]([F:51])([F:50])[F:52])[CH:44]=1 |f:2.3.4|. Procedure: A mixture of 1,3-dipropyl-8-(1H-pyrazol-4-yl)-7-(2-trimethylsilanyl-ethoxymethyl)-3,7-dihydro-purine-2,6-dione (0.100 g, 0.23 mmol), methanesulfonic acid 2-oxo-1-(3-trifluoromethyl-phenyl)-pyrrolidin-3-ylmethyl ester (0.10 g, 0.32 mmol), K2CO3 (0.045 g, 0.32 mmol) and DMF (1 ml) was heated at 75-80° C. for 16 hrs. Reaction mixture was cooled to 20-25° C. and diluted with water (10 ml). The aqueous layer was extracted with ethyl acetate, washed with saturated brine solution. The organic layer was...